From a dataset of the Open Reaction Database (ORD), a public repository of structured organic reaction records. describe an organic reaction: reactants, conditions, products, and yield Starting materials: ClCCCl, CCOC(C)=O, CCN(C(C)C)C(C)C, O=CO, NC(c1ccc(Oc2ccccc2)cc1)c1nccnc1Cl, ClCCl, ClCCl, On1nnc2ccccc21. The product is O=CNC(c1ccc(Oc2ccccc2)cc1)c1nccnc1Cl. RXN SMILES: [CH2:1]([Cl:2])[CH2:3][Cl:4].[CH3:46][CH2:47][O:48][C:49]([CH3:50])=[O:51].[CH:37]([N:38]([CH2:39][CH3:40])[CH:41]([CH3:42])[CH3:43])([CH3:44])[CH3:45].[CH:58]([OH:59])=[O:60].[Cl:15][c:16]1[c:17]([CH:22]([c:23]2[cH:24][cH:25][c:26]([O:29][c:30]3[cH:31][cH:32][cH:33][cH:34][cH:35]3)[cH:27][cH:28]2)[NH2:36])[n:18][cH:19][cH:20][n:21]1.[Cl:52][CH2:53][Cl:54].[Cl:55][CH2:56][Cl:57].[OH:5][n:6]1[c:7]2[c:8]([cH:9][cH:10][cH:11][cH:12]2)[n:13][n:14]1>>[Cl:15][c:16]1[c:17]([CH:22]([c:23]2[cH:24][cH:25][c:26]([O:29][c:30]3[cH:31][cH:32][cH:33][cH:34][cH:35]3)[cH:27][cH:28]2)[NH:36][CH:47]=[O:48])[n:18][cH:19][cH:20][n:21]1. Starting materials: intermediate 12, C(C)(C)(C)OC(=O)N[C@@H](C(=O)OC)CC1=CC=C(C=C1)O ((R)-methyl 2-((tert-butoxycarbonyl)amino)-3-(4-hydroxyphenyl)propanoate), BrCCCO[Si](C)(C)C(C)(C)C ((3-bromopropoxy)(tert-butyl)dimethylsilane). The solvent is CCCCCCC.CCOC(=O)C (heptane EtOAc). The product is [Si](C)(C)(C(C)(C)C)OC[C@@H]1NC(O[C@H]1C1=CC=C(C=C1)OCCCO[Si](C)(C)C(C)(C)C)=O ((4S,5S)-4-(((tert-Butyldimethylsilyl)oxy)methyl)-5-(4-(3-((tert-butyldimethylsilyl)oxy)propoxy)phenyl)oxazolidin-2-one). As a reaction SMILES: C([O:5][C:6]([NH:8][C@H:9]([CH2:14][C:15]1[CH:20]=[CH:19][C:18]([OH:21])=[CH:17][CH:16]=1)[C:10]([O:12]C)=O)=[O:7])(C)(C)C.Br[CH2:23][CH2:24][CH2:25][O:26][Si:27]([C:30]([CH3:33])([CH3:32])[CH3:31])([CH3:29])[CH3:28]>CCCCCCC.CCOC(C)=O>[Si:27]([O:12][CH2:10][C@H:9]1[C@H:14]([C:15]2[CH:16]=[CH:17][C:18]([O:21][CH2:23][CH2:24][CH2:25][O:26][Si:27]([C:30]([CH3:33])([CH3:32])[CH3:31])([CH3:29])[CH3:28])=[CH:19][CH:20]=2)[O:7][C:6](=[O:5])[NH:8]1)([C:30]([CH3:33])([CH3:32])[CH3:31])([CH3:29])[CH3:28] |f:2.3|. Procedure details: The title compound was prepared in analogy to the procedure described for intermediate 12 starting with (R)-methyl 2-((tert-butoxycarbonyl)amino)-3-(4-hydroxyphenyl)propanoate and (3-bromopropoxy)(tert-butyl)dimethylsilane. TLC (heptane/EtOAc 1:1) Rf=0.49; tR=1.832 min (UPLC 1); LC-MS: [M+H] 496; Rt 1.62 min (LC-MS method 1); 1H NMR (400 MHz, CDCl3): 7.30 (d, 2H), 6.95 (d, 2H), 5.27 (br s, 1H), 5.22 (d, 1H), 4.13 (dd, 2H), 4.00 (m, 2H), 3.80 (m, 3H), 3.74 (m, 2H), 2.01 (m, 2H), 0.93 (s, 9H), 0.9... Reactants: FC(C1=CC=CC(=N1)[C@H](CCC)N[S@@](=O)C(C)(C)C)(F)F ((S,S)-2-Methyl-propane-2-sulfinic acid 1-(6-trifluoromethyl-pyridin-2-yl)-butylamide), Cl (HCl), O1CCOCC1 (dioxane). Run at time 30 minute. Yields the product Cl.FC(C1=CC=CC(=N1)[C@H](CCC)N)(F)F ((S)-1-(6-trifluoromethyl-pyridin-2-yl)-butylamine hydrochloride). The yield is 88.0%. RXN SMILES: [F:1][C:2]([F:21])([F:20])[C:3]1[N:8]=[C:7]([C@@H:9]([NH:13][S@](C(C)(C)C)=O)[CH2:10][CH2:11][CH3:12])[CH:6]=[CH:5][CH:4]=1.[ClH:22].O1CCOCC1>>[ClH:22].[F:20][C:2]([F:1])([F:21])[C:3]1[N:8]=[C:7]([C@@H:9]([NH2:13])[CH2:10][CH2:11][CH3:12])[CH:6]=[CH:5][CH:4]=1 |f:3.4|. Procedure details: (S,S)-2-Methyl-propane-2-sulfinic acid 1-(6-trifluoromethyl-pyridin-2-yl)-butylamide (290 mg, 0.92 mmol) is treated with HCl in dioxane (4.0 N solution, 10 mL, 40 mmol) at room temperature and stirred for 30 min. The reaction mixture is concentrated in vacuo to afford (S)-1-(6-trifluoromethyl-pyridin-2-yl)-butylamine hydrochloride (200 mg, 88%) which is used without further purification [note: the enantiomeric purity (% ee) has not been determined]. Reactants: N1N=C(C2=CC=CC=C12)O (1H-Indazol-3-ol), C(C)(C)N1C=2C(C(=O)OC1=O)=CC=CC2 (N-isopropylisatoic anhydride). Product: C(C)(C)NC1=C(C(=O)N2N=C(C3=CC=CC=C23)O)C=CC=C1 (1-(o-Isopropylaminobenzoyl)-1H-indazol-3-ol). The yield is 71.3%. As a reaction SMILES: [NH:1]1[C:9]2[C:4](=[CH:5][CH:6]=[CH:7][CH:8]=2)[C:3]([OH:10])=[N:2]1.[CH:11]([N:14]1C(=O)O[C:17](=[O:18])[C:16]2=[CH:22][CH:23]=[CH:24][CH:25]=[C:15]12)([CH3:13])[CH3:12]>>[CH:11]([NH:14][C:15]1[CH:25]=[CH:24][CH:23]=[CH:22][C:16]=1[C:17]([N:1]1[C:9]2[C:4](=[CH:5][CH:6]=[CH:7][CH:8]=2)[C:3]([OH:10])=[N:2]1)=[O:18])([CH3:13])[CH3:12]. Procedure details: 1H-Indazol-3-ol was reacted with N-isopropylisatoic anhydride according to the general procedure A above and afforded the desired amine as a yellow solid in 71.3% yield; m.p. 190°-192° C. The reactants are CC(=O)CC(C)=O, CC(=O)[O-], CCO, F[B-](F)(F)F, [H+], O=N[O-], Nc1cccc(O)c1, [Na+], [Na+], O. Yields the product CC(=O)C(=NNc1cccc(O)c1)C(C)=O. RXN SMILES: [CH3:13][C:14]([CH2:15][C:16]([CH3:17])=[O:18])=[O:19].[CH3:21][C:22](=[O:23])[O-:24].[CH3:32][CH2:33][OH:34].[F:26][B-:27]([F:28])([F:29])[F:30].[H+:25].[N:9]([O-:10])=[O:11].[NH2:1][c:2]1[cH:3][cH:4][cH:5][c:6]([OH:7])[cH:8]1.[Na+:12].[Na+:20].[OH2:31]>>[NH:1]([c:2]1[cH:3][cH:4][cH:5][c:6]([OH:7])[cH:8]1)[N:9]=[C:15]([C:14]([CH3:13])=[O:19])[C:16]([CH3:17])=[O:18]. Starting materials: C(C)OC(=O)C1=CC=C(NC=2N=C(C3=C(N2)N(C(C=C3)=O)C3=CC=C(C(=O)OC(C)(C)C)C=C3)C)C=C1 (tert-butyl 4-(2-[4-(ethoxycarbonyl)anilino]-4-methyl-7-oxopyrido[2,3-d]pyrimidin-8(7H)-yl)benzoate), OS(=O)(=O)O (H2SO4). The solvent is CO (methanol). Product: COC(=O)C1=CC=C(C=C1)N1C(C=CC2=C1N=C(N=C2C)NC2=CC=C(C(=O)OC)C=C2)=O (methyl 4-({8-[4-(methoxycarbonyl)phenyl]-4-methyl-7-oxo-7,8-dihydropyrido[2,3-d]pyrimidin-2-yl}amino)benzoate). Yield: 56.3%. Reaction SMILES: [CH2:1]([O:3][C:4]([C:6]1[CH:37]=[CH:36][C:9]([NH:10][C:11]2[N:12]=[C:13]([CH3:35])[C:14]3[CH:20]=[CH:19][C:18](=[O:21])[N:17]([C:22]4[CH:34]=[CH:33][C:25]([C:26]([O:28][C:29](C)(C)C)=[O:27])=[CH:24][CH:23]=4)[C:15]=3[N:16]=2)=[CH:8][CH:7]=1)=[O:5])C.OS(O)(=O)=O>CO>[CH3:29][O:28][C:26]([C:25]1[CH:33]=[CH:34][C:22]([N:17]2[C:15]3[N:16]=[C:11]([NH:10][C:9]4[CH:8]=[CH:7][C:6]([C:4]([O:3][CH3:1])=[O:5])=[CH:37][CH:36]=4)[N:12]=[C:13]([CH3:35])[C:14]=3[CH:20]=[CH:19][C:18]2=[O:21])=[CH:23][CH:24]=1)=[O:27]. Procedure: A solution of compound 3 (0.100 g; 0.200 mmol) and 96% H2SO4 (1 mL) in 100 mL of methanol was stirred under reflux for 24 h. The reaction mixture was concentrated, diluted with methylene chloride, and washed with aqueous sodium bicarbonate. The organic phase was dried over anhydrous sodium sulphate, concentrated and purified by silica gel column chromatography (eluant: CH2Cl2/CH3OH=190/10) to yield compound 41 (0.05 g; 56%). The reactants are CC(C)(C)OC(=O)NCC(=O)N1CCNCC1, CCN=C=NCCCN(C)C, CCN(C(C)C)C(C)C, O=C(O)c1cc(Cl)ccc1Cl, Cl, CN(C)C=O, O, On1nnc2ccccc21. Product: CC(C)(C)OC(=O)NCC(=O)N1CCN(C(=O)c2cc(Cl)ccc2Cl)CC1. As a reaction SMILES: [C:43]([CH3:44])([CH3:45])([CH3:46])[O:47][C:48]([NH:49][CH2:50][C:51]([N:52]1[CH2:53][CH2:54][NH:55][CH2:56][CH2:57]1)=[O:58])=[O:59].[CH3:31][CH2:32][N:33]=[C:34]=[N:35][CH2:36][CH2:37][CH2:38][N:39]([CH3:40])[CH3:41].[CH:11]([N:12]([CH2:13][CH3:14])[CH:15]([CH3:16])[CH3:17])([CH3:18])[CH3:19].[Cl:20][c:21]1[c:22]([C:23](=[O:24])[OH:25])[cH:26][c:27]([Cl:30])[cH:28][cH:29]1.[ClH:42].[O:60]=[CH:61][N:62]([CH3:63])[CH3:64].[OH2:65].[OH:1][n:2]1[c:3]2[c:4]([cH:5][cH:6][cH:7][cH:8]2)[n:9][n:10]1>>[Cl:20][c:21]1[c:22]([C:23](=[O:25])[N:55]2[CH2:54][CH2:53][N:52]([C:51]([CH2:50][NH:49][C:48]([O:47][C:43]([CH3:44])([CH3:45])[CH3:46])=[O:59])=[O:58])[CH2:57][CH2:56]2)[cH:26][c:27]([Cl:30])[cH:28][cH:29]1. Starting materials: CN(C)C=O, ClC(Cl)Cl, O=C(O)c1ccc(I)cc1, O=S(Cl)Cl. Product: O=C(Cl)c1ccc(I)cc1. As a reaction SMILES: [CH3:19][N:20]([CH3:21])[CH:22]=[O:23].[CH:15]([Cl:16])([Cl:17])[Cl:18].[I:1][c:2]1[cH:3][cH:4][c:5]([C:6](=[O:7])[OH:8])[cH:9][cH:10]1.[S:11]([Cl:12])([Cl:13])=[O:14]>>[I:1][c:2]1[cH:3][cH:4][c:5]([C:6](=[O:7])[Cl:13])[cH:9][cH:10]1.